Dataset: the Open Reaction Database (ORD), a public repository of structured organic reaction records. Task: describe an organic reaction: reactants, conditions, products, and yield The reactants are OC1=C(C(=CC=C1)OC)C1CCCC(N1CC1=CC=C(C=C1)OC(F)(F)F)=O (6-(2-hydroxy-6-methoxyphenyl)-1-(4-(trifluoromethoxy)benzyl)piperidin-2-one), BrCC1CC1 ((bromomethyl)cyclopropane). Product: C1(CC1)COC1=C(C(=CC=C1)OC)C1CCCC(N1CC1=CC=C(C=C1)OC(F)(F)F)=O (6-(2-(cyclopropylmethoxy)-6-methoxyphenyl)-1-(4-(trifluoromethoxy)benzyl)piperidin-2-one). RXN SMILES: [OH:1][C:2]1[CH:7]=[CH:6][CH:5]=[C:4]([O:8][CH3:9])[C:3]=1[CH:10]1[N:15]([CH2:16][C:17]2[CH:22]=[CH:21][C:20]([O:23][C:24]([F:27])([F:26])[F:25])=[CH:19][CH:18]=2)[C:14](=[O:28])[CH2:13][CH2:12][CH2:11]1.Br[CH2:30][CH:31]1[CH2:33][CH2:32]1>>[CH:33]1([CH2:32][O:1][C:2]2[CH:7]=[CH:6][CH:5]=[C:4]([O:8][CH3:9])[C:3]=2[CH:10]2[N:15]([CH2:16][C:17]3[CH:22]=[CH:21][C:20]([O:23][C:24]([F:27])([F:25])[F:26])=[CH:19][CH:18]=3)[C:14](=[O:28])[CH2:13][CH2:12][CH2:11]2)[CH2:31][CH2:30]1. Reported procedure: Prepared according to the described general procedure 7 (GP7) by O-alkylation of 6-(2-hydroxy-6-methoxyphenyl)-1-(4-(trifluoromethoxy)benzyl)piperidin-2-one with commercially available (bromomethyl)cyclopropane. Subsequent purification by preparative HPLC afforded the target compound. LC-MS (conditions E): tR=0.86 min.; [M+H]+: 449.76 g/mol. The reactants are [C@@H]1(C[C@H](O)[C@@H](CO)O1)N1C(=O)NC(=O)C(C)=C1 (thymidine), O1CCN(CC1)C1=C2N=CNC2=NC=N1 (6-Morpholino-9H-purine), Purine nucleoside, F[C@H]1C[C@@H](O[C@@H]1CO)N1C(=O)NC(=O)C=C1 (2',3'-dideoxy-3'-fluorouridine), [N-]=[N+]=[N-].[K+] (potassium azide). Solvent: CO (MeOH), P(=O)([O-])([O-])[O-].[K+].[K+].[K+] (potassium phosphate). Run at temperature 45 celsius, time 9 day. Yields the product F[C@H]1C[C@@H](O[C@@H]1CO)N1C2=NC=NC(=C2N=C1)N1CCOCC1 (9-(2,3-dideoxy-3-fluoro-β-D-erythro-pentofuranosyl)-6-morpholino-9H-purine). The yield is 51.0%. As a reaction SMILES: [O:1]1[CH2:6][CH2:5][N:4]([C:7]2[N:15]=[CH:14][N:13]=[C:12]3[C:8]=2[N:9]=[CH:10][NH:11]3)[CH2:3][CH2:2]1.[F:16][C@@H:17]1[C@@H:21]([CH2:22][OH:23])[O:20][C@@H:19](N2C=CC(=O)NC2=O)[CH2:18]1.[N-]=[N+]=[N-].[K+].[C@@H]1(N2C=C(C)C(=O)NC2=O)O[C@H](CO)[C@@H](O)C1>P([O-])([O-])([O-])=O.[K+].[K+].[K+].CO>[F:16][C@@H:17]1[C@@H:21]([CH2:22][OH:23])[O:20][C@@H:19]([N:11]2[CH:10]=[N:9][C:8]3[C:12]2=[N:13][CH:14]=[N:15][C:7]=3[N:4]2[CH2:5][CH2:6][O:1][CH2:2][CH2:3]2)[CH2:18]1 |f:2.3,5.6.7.8|. Reported procedure: 6-Morpholino-9H-purine (0.50 g, 2.4 mmoles) and 2',3'-dideoxy-3'-fluorouridine (0.67 g, 2.9 mmoles) were suspended in 50 ml 10 mM potassium phosphate buffer, pH 7.0, containing 0.04% potassium azide. Purine nucleoside phosphorylase (1120 I.U.) and thymidine phosphorylase (10,000 I.U.) (Krenitsky, et al., Biochemistry, 20, 3615, 1981 and U.S. Pat. No. 4,381,344) immobilized on DEAE cellulose was added to the reaction and the suspension was stirred at 45° C. After 9 days, 140 ml MeOH was added to ... The reactants are C(C)[Zn]CC (diethyl zinc), CC1=C(C(N(CO1)C(C)(C(CC=C)O)C)=O)C1=CC=CC=C1 (2-(2,3-dihydro-6-methyl-4-oxo-5-phenyl-4H-1,3-oxazin-3-yl)-2-methyl-hex-5-en-3-ol), CCCCCC (n-hexane), Cl (Hydrochloric acid), IC(C)I (1,1-Diiodoethane). The solvent is ClCCl (dichloromethane). Conditions: temperature 45 celsius. Yields the product CC1=C(C(N(CO1)C(C)(C(CC1C(C1)C)O)C)=O)C1=CC=CC=C1 (2-(2,3-dihydro-6-methyl-4-oxo-5-phenyl-4H-1,3-oxazin-3-yl)-2-methyl-4-(2-methylcyclopropyl)butan-3-ol). Reaction SMILES: C([Zn][CH2:4][CH3:5])C.[CH3:6][C:7]1[O:12][CH2:11][N:10]([C:13]([CH3:20])([CH:15]([OH:19])[CH2:16][CH:17]=[CH2:18])[CH3:14])[C:9](=[O:21])[C:8]=1C1C=CC=CC=1.I[CH:29](I)[CH3:30].Cl.[CH3:33][CH2:34][CH2:35][CH2:36]CC>ClCCl>[CH3:6][C:7]1[O:12][CH2:11][N:10]([C:13]([CH3:14])([CH:15]([OH:19])[CH2:16][CH:17]2[CH2:18][CH:29]2[CH3:30])[CH3:20])[C:9](=[O:21])[C:8]=1[C:5]1[CH:4]=[CH:36][CH:35]=[CH:34][CH:33]=1. Procedure details: A solution of diethyl zinc in n-hexane(1M, 12 ml) was added to a solution of 2-(2,3-dihydro-6-methyl-4-oxo-5-phenyl-4H-1,3-oxazin-3-yl)-2-methyl-hex-5-en-3-ol (1.6 g) in dichloromethane at 20° C. 1,1-Diiodoethane (3.5 g) was added and the solution warmed to 45° C. for 3 hours. Hydrochloric acid (1N) was added and the organic layer washed (brine), dried (magnesium sulphate) and evaporated. Purification by silica gel column chromatography eluting with n-hexane/ethyl acetate (3:1) gave 2-(2,3-dihyd... The reactants are O=C1OC(=O)C2C1C1CCC2C12CC2, ClC(Cl)Cl, Nc1ccc(Cl)cc1. Yields the product O=C(O)C1C(C(=O)Nc2ccc(Cl)cc2)C2CCC1C21CC1. RXN SMILES: [CH2:1]1[CH2:2][C:3]12[CH:4]1[CH:5]3[CH:6]([CH:7]2[CH2:8][CH2:9]1)[C:10](=[O:11])[O:12][C:13]3=[O:14].[CH:23]([Cl:24])([Cl:25])[Cl:26].[NH2:15][c:16]1[cH:17][cH:18][c:19]([Cl:20])[cH:21][cH:22]1>>[CH2:1]1[CH2:2][C:3]12[CH:4]1[CH:5]([C:13]([OH:12])=[O:14])[CH:6]([C:10](=[O:11])[NH:15][c:16]3[cH:17][cH:18][c:19]([Cl:20])[cH:21][cH:22]3)[CH:7]2[CH2:8][CH2:9]1. Reactants: CSC1=[N+]2Cc3ccccc3CC2CS1, [I-], Nc1csc2cnccc12. Product: c1ccc2c(c1)CC1CSC(=Nc3csc4cnccc34)N1C2. Reaction SMILES: [CH3:2][S:3][C:4]1=[N+:8]2[CH:7]([CH2:6][S:5]1)[CH2:16][c:15]1[c:10]([cH:11][cH:12][cH:13][cH:14]1)[CH2:9]2.[I-:1].[NH2:17][c:18]1[cH:19][s:20][c:21]2[cH:22][n:23][cH:24][cH:25][c:26]12>>[C:4]1(=[N:17][c:18]2[cH:19][s:20][c:21]3[cH:22][n:23][cH:24][cH:25][c:26]23)[S:5][CH2:6][CH:7]2[N:8]1[CH2:9][c:10]1[cH:11][cH:12][cH:13][cH:14][c:15]1[CH2:16]2. Starting materials: ClC=1C=C(C=CC1)[C@@H]([C@H]1CN(CCC1)C(=O)OC(C)(C)C)O ((R)-tert-butyl 3-((R)-(3-chlorophenyl)(hydroxy)methyl)piperidine-1-carboxylate), [H-].[Na+] (NaH), [H-].[Na+] (NaH), BrCC#N (bromoacetonitrile), BrCC#N (bromoacetonitrile). Conditions: time 1 hour. The product is ClC=1C=C(C=CC1)[C@@H]([C@H]1CN(CCC1)C(=O)OC(C)(C)C)OCC#N ((R)-tert-butyl 3-((R)-(3-chlorophenyl)(cyanomethoxy)methyl)piperidine-1-carboxylate). Isolated yield 100.9%. As a reaction SMILES: [Cl:1][C:2]1[CH:3]=[C:4]([C@H:8]([OH:22])[C@@H:9]2[CH2:14][CH2:13][CH2:12][N:11]([C:15]([O:17][C:18]([CH3:21])([CH3:20])[CH3:19])=[O:16])[CH2:10]2)[CH:5]=[CH:6][CH:7]=1.[H-].[Na+].Br[CH2:26][C:27]#[N:28]>>[Cl:1][C:2]1[CH:3]=[C:4]([C@H:8]([O:22][CH2:26][C:27]#[N:28])[C@@H:9]2[CH2:14][CH2:13][CH2:12][N:11]([C:15]([O:17][C:18]([CH3:19])([CH3:21])[CH3:20])=[O:16])[CH2:10]2)[CH:5]=[CH:6][CH:7]=1 |f:1.2|. Reported procedure: To a solution of (R)-tert-butyl 3-((R)-(3-chlorophenyl)(hydroxy)methyl)piperidine-1-carboxylate (32.5 g, 0.1 mol), NaH (12 g, 0.3 mol) was added at 0° C. The mixture was stirred for 1 h at room temperature. The mixture was cooled to 40° C., then bromoacetonitrile (35.7 g, 0.3 mol) was added drop wise. The mixture was stirred an additional 0.5 h at −20° C. HPLC indicated the reaction was ˜30% complete. The addition of NaH and bromoacetonitrile was repeated two more times. HPLC indicated the react...